This data is from the Open Reaction Database (ORD), a public repository of structured organic reaction records. The task is: describe an organic reaction: reactants, conditions, products, and yield Starting materials: CC1=C(N)C=CC(=C1)C (2,4-dimethylaniline), CC1=C(C=CC(=C1)C)Br (2,4-dimethylbromobenzene), CC(C)([O-])C.[Na+] (sodium tert-butoxide). Reagents/catalysts: C1=CC=C(C=C1)P([C-]2C=CC=C2)C3=CC=CC=C3.C1=CC=C(C=C1)P([C-]2C=CC=C2)C3=CC=CC=C3.Cl[Pd]Cl.[Fe+2] (Pd(dppf)Cl2). The solvent is C1(=CC=CC=C1)C (toluene). Reaction conditions: temperature 100 celsius. Yields the product CC1=C(C=CC(=C1)C)NC1=C(C=C(C=C1)C)C (Bis(2,4-dimethylphenyl)amine). Yield: 84.0%. Reaction SMILES: [CH3:1][C:2]1[CH:8]=[C:7]([CH3:9])[CH:6]=[CH:5][C:3]=1[NH2:4].[CH3:10][C:11]1[CH:16]=[C:15]([CH3:17])[CH:14]=[CH:13][C:12]=1Br.CC(C)([O-])C.[Na+]>C1(C)C=CC=CC=1.C1C=CC(P(C2C=CC=CC=2)[C-]2C=CC=C2)=CC=1.C1C=CC(P(C2C=CC=CC=2)[C-]2C=CC=C2)=CC=1.Cl[Pd]Cl.[Fe+2]>[CH3:1][C:2]1[CH:8]=[C:7]([CH3:9])[CH:6]=[CH:5][C:3]=1[NH:4][C:12]1[CH:13]=[CH:14][C:15]([CH3:17])=[CH:16][C:11]=1[CH3:10] |f:2.3,5.6.7.8|. Procedure details: A mixture of 2,4-dimethylaniline (6.05 g, 50 mmol), 2,4-dimethylbromobenzene (9.25 g, 50 mmol), Pd(dppf)Cl2 (0.88 g, 1.2 mmol), sodium tert-butoxide (KOBut) (9.6 g, 0.1 mmol) in toluene (120 mL) was degassed and heated at 100° C. overnight. The resulting mixture was worked up with dichloromethane/brine, dried over Na2SO4, loaded on silica gel and purified by flash column using eluents of hexanes to hexanes/dichloromethane 9:1. After removal of solvent, a liquid was obtained (9.45 g, in 84% yield... Starting materials: CC=1C=CC2=C(C=C(C(S2)C(F)(F)F)C(=O)OCC)C1 (ethyl 6-methyl-2-(trifluoromethyl)-2H-1-benzothiopyran-3-carboxylate), [OH-].[Na+] (sodium hydroxide). The solvent is C1CCOC1 (THF), C(C)O (ethanol). Run at time 88 hour. Product: CC=1C=CC2=C(C=C(C(S2)C(F)(F)F)C(=O)O)C1 (6-Methyl-2-(trifluoromethyl)-2H-1-benzothiopyran-3-carboxylic acid). Yield: 28.4%. RXN SMILES: [CH3:1][C:2]1[CH:3]=[CH:4][C:5]2[S:10][CH:9]([C:11]([F:14])([F:13])[F:12])[C:8]([C:15]([O:17]CC)=[O:16])=[CH:7][C:6]=2[CH:20]=1.[OH-].[Na+]>C1COCC1.C(O)C>[CH3:1][C:2]1[CH:3]=[CH:4][C:5]2[S:10][CH:9]([C:11]([F:13])([F:14])[F:12])[C:8]([C:15]([OH:17])=[O:16])=[CH:7][C:6]=2[CH:20]=1 |f:1.2|. Procedure details: The ester from Step 2 (0.55 g 1.8 mmol) was dissolved in THF (1.5 mL) and ethanol (1.5 mL), treated with 2.5 N sodium hydroxide (1.5 mL, 3.8 mmol), and stirred at room temperature for 88 hours. The reaction mixture was concentrated in vacuo, acidified with 3 N HCl, filtered, and recrystallized from diethyl ether/petroleum ether to yield the title compound as a yellow solid (0.14 g, 28%): mp 180.8-184.2° C. 1H NMR (acetone-d6/300 MHz) 7.95 (s, 1H), 7.42 (s, 1H), 7.31 (d, 1H, J=8.1 Hz), 7.25 (d, 1...